This data is from the Open Reaction Database (ORD), a public repository of structured organic reaction records. The task is: describe an organic reaction: reactants, conditions, products, and yield Starting materials: O=[N+]([O-])c1ccc(Cl)c(S(=O)(=O)Cl)c1, ClCCl, CC(C)(C)OC(=O)N1CCNCC1, O. Product: CC(C)(C)OC(=O)N1CCN(S(=O)(=O)c2cc([N+](=O)[O-])ccc2Cl)CC1. RXN SMILES: [Cl:1][c:2]1[c:3]([S:11](=[O:12])(=[O:13])[Cl:14])[cH:4][c:5]([N+:8](=[O:9])[O-:10])[cH:6][cH:7]1.[Cl:29][CH2:30][Cl:31].[N:15]1([C:21](=[O:22])[O:23][C:24]([CH3:25])([CH3:26])[CH3:27])[CH2:16][CH2:17][NH:18][CH2:19][CH2:20]1.[OH2:28]>>[Cl:1][c:2]1[c:3]([S:11](=[O:12])(=[O:13])[N:18]2[CH2:17][CH2:16][N:15]([C:21](=[O:22])[O:23][C:24]([CH3:25])([CH3:26])[CH3:27])[CH2:20][CH2:19]2)[cH:4][c:5]([N+:8](=[O:9])[O-:10])[cH:6][cH:7]1. Yields the product BrCCCCCCC(=O)C1=CC=CC=C1 (7-bromo-1-phenyl-1-heptanone). Procedure details: Aluminum chloride (1.23 g) was added to a solution of 7-bromoheptanoyl chloride (2 g) in benzene (20 ml) under ice-cooling, which was followed by stirring at room temperature for 1 hr. Ice water and conc. hydrochloric acid were added to the reaction mixture, and the mixture was extracted with ethyl acetate. The organic layer was washed with water and brine, dried and the solvent was evaporated. The obtained residue was purified by silica gel column chromatography to give 0.93 g of 7-bromo-1-phen... Reactants: [Cl-].[Al+3].[Cl-].[Cl-] (Aluminum chloride), BrCCCCCCC(=O)Cl (7-bromoheptanoyl chloride), C1=CC=CC=C1 (benzene), Ice water, Cl (hydrochloric acid). Run at time 1 hour. Reaction SMILES: [Cl-].[Al+3].[Cl-].[Cl-].[Br:5][CH2:6][CH2:7][CH2:8][CH2:9][CH2:10][CH2:11][C:12](Cl)=[O:13].Cl.[CH:16]1[CH:21]=[CH:20][CH:19]=[CH:18][CH:17]=1>>[Br:5][CH2:6][CH2:7][CH2:8][CH2:9][CH2:10][CH2:11][C:12]([C:16]1[CH:21]=[CH:20][CH:19]=[CH:18][CH:17]=1)=[O:13] |f:0.1.2.3|. Starting materials: C1CCOC1, CCOC(=O)c1cn(Cc2cccnc2)nc1OCc1cccnc1. Product: CCOC(=O)c1cn(Cc2cccnc2)nc1O. RXN SMILES: [O:26]1[CH2:27][CH2:28][CH2:29][CH2:30]1.[n:1]1[cH:2][cH:3][cH:4][c:5]([CH2:6][O:8][c:9]2[n:10][n:11]([CH2:19][c:20]3[cH:21][n:22][cH:23][cH:24][cH:25]3)[cH:12][c:13]2[C:14](=[O:15])[O:16][CH2:17][CH3:18])[cH:7]1>>[OH:8][c:9]1[n:10][n:11]([CH2:19][c:20]2[cH:21][n:22][cH:23][cH:24][cH:25]2)[cH:12][c:13]1[C:14](=[O:15])[O:16][CH2:17][CH3:18].